From a dataset of the Open Reaction Database (ORD), a public repository of structured organic reaction records. describe an organic reaction: reactants, conditions, products, and yield Reactants: ClC1=CC=2C3=C(C(N(C2C=C1)C)=O)C(=CC(O3)=O)O (9-chloro-5,6-dihydro-6-methyl-2,5-dioxo-2H-pyrano[3,2-c]quinoline-4-ol), [N+](=O)(O)[O-] (nitric acid), mixture, O (water), C(C)(C)O (isopropanol). Solvent: C(C)(=O)O (acetic acid). Run at temperature 20 celsius. The product is ClC1=CC=2C3=C(C(N(C2C=C1)C)=O)C(=C(C(O3)=O)[N+](=O)[O-])O (9-Chlor-5,6-dihydro-6-methyl-3-nitro-2,5-dioxo-2H-pyrano[3,2-c]quinoline-4-ol). RXN SMILES: [Cl:1][C:2]1[CH:11]=[CH:10][C:9]2[N:8]([CH3:12])[C:7](=[O:13])[C:6]3[C:14]([OH:19])=[CH:15][C:16](=[O:18])[O:17][C:5]=3[C:4]=2[CH:3]=1.[N+:20]([O-])([OH:22])=[O:21].O.C(O)(C)C>C(O)(=O)C>[Cl:1][C:2]1[CH:11]=[CH:10][C:9]2[N:8]([CH3:12])[C:7](=[O:13])[C:6]3[C:14]([OH:19])=[C:15]([N+:20]([O-:22])=[O:21])[C:16](=[O:18])[O:17][C:5]=3[C:4]=2[CH:3]=1. Reported procedure: 0.02 Mole 9-chloro-5,6-dihydro-6-methyl-2,5-dioxo-2H-pyrano[3,2-c]quinoline-4-ol from Example 7 (5.6 g) is suspended in 25 ml of glacial acetic acid. 4 ml of nitric acid (d=1.40) are added dropwise at 25° C., while stirring, and the magma-like reaction batch is then heated for 60 minutes to 95° C. It is then cooled to 20° C. During cooling, 36 ml of a mixture of water and isopropanol (1:1) is added. The whole is then filtered. The filter residue is washed with water to neutrality and after washi... The reactants are ClP(Cl)(Cl)(Cl)Cl, CC(CCCS(=O)(=O)O)N(c1cc(F)ccc1F)S(=O)(=O)c1ccc(Cl)cc1. The product is CC(CCCS(=O)(=O)Cl)N(c1cc(F)ccc1F)S(=O)(=O)c1ccc(Cl)cc1. As a reaction SMILES: [Cl:29][P:30]([Cl:31])([Cl:32])([Cl:33])[Cl:34].[F:1][c:2]1[c:3]([N:9]([CH:10]([CH2:11][CH2:12][CH2:13][S:14](=[O:15])(=[O:16])[OH:17])[CH3:18])[S:19](=[O:20])(=[O:21])[c:22]2[cH:23][cH:24][c:25]([Cl:28])[cH:26][cH:27]2)[cH:4][c:5]([F:8])[cH:6][cH:7]1>>[F:1][c:2]1[c:3]([N:9]([CH:10]([CH2:11][CH2:12][CH2:13][S:14](=[O:15])(=[O:16])[Cl:29])[CH3:18])[S:19](=[O:20])(=[O:21])[c:22]2[cH:23][cH:24][c:25]([Cl:28])[cH:26][cH:27]2)[cH:4][c:5]([F:8])[cH:6][cH:7]1. Reactants: C[Si](Cl)(C)C (trimethylchlorosilane), CC(=O)OCC1=C(N2[C@@H]([C@@H](C2=O)NC(=O)CC3=CC=CS3)SC1)C(=O)[O-].[Na+] (sodium cephalothin), [SiH3]NC(C(F)(F)F)=O (monosilyltrifluoroacetamide), S1C(=CC=C1)CC(=O)Cl (2-thienylacetyl chloride). Run in alcohol, C(Cl)(Cl)Cl (chloroform). Conditions: temperature 45 celsius, time 30 minute. Yields the product S1C(=CC=C1)C(C(=O)NC1[C@@H]2N(C(=C(CS2)COC(C)=O)C(=O)O)C1=O)C=1SC=CC1 (7-(di-2-thienylacetyl)amino-3-acetoxymethyl-3-cephem-4-carboxylic acid). Reaction SMILES: [CH3:1][C:2]([O:4][CH2:5][C:6]1[CH2:23][S:22][C@@H:9]2[C@H:10]([NH:13][C:14]([CH2:16][C:17]3[S:21][CH:20]=[CH:19][CH:18]=3)=[O:15])[C:11](=[O:12])[N:8]2[C:7]=1[C:24]([O-:26])=[O:25])=[O:3].[Na+].C[Si](C)(C)Cl.[SiH3]NC(=O)C(F)(F)F.[S:41]1[CH:45]=[CH:44][CH:43]=[C:42]1CC(Cl)=O>C(Cl)(Cl)Cl>[S:21]1[CH:20]=[CH:19][CH:18]=[C:17]1[CH:16]([C:42]1[S:41][CH:45]=[CH:44][CH:43]=1)[C:14]([NH:13][CH:10]1[C:11](=[O:12])[N:8]2[C:7]([C:24]([OH:26])=[O:25])=[C:6]([CH2:5][O:4][C:2](=[O:3])[CH3:1])[CH2:23][S:22][C@H:9]12)=[O:15] |f:0.1|. Procedure details: A suspension of sodium cephalothin (1.18 g.) in anhydrous alcohol-free chloroform (10 ml.) is silylated by the addition of trimethylchlorosilane (1.1 ml.). After stirring for 30 minutes, monosilyltrifluoroacetamide (2.5 ml.) and 2-thienylacetyl chloride (2.0 ml.) are added to the suspension which is then heated to 45° C. The mixture is allowed to remain at this temperature for two days and then evaporated in vacuo to a residue which is dissolved in ethyl acetate (50 ml.) and washed three times w... The reactants are BrCCCCBr, C1CCOC1, CN(C)P(=O)(N(C)C)N(C)C, [Cl-], [H-], [NH4+], [Na+], O=C1CCCC1C(=O)OCc1ccccc1. Product: O=C1CCCC1(CCCCBr)C(=O)OCc1ccccc1. RXN SMILES: [Br:19][CH2:20][CH2:21][CH2:22][CH2:23][Br:24].[CH2:27]1[O:28][CH2:29][CH2:30][CH2:31]1.[CH3:32][N:33]([CH3:34])[P:35]([N:36]([CH3:37])[CH3:38])([N:39]([CH3:40])[CH3:41])=[O:42].[Cl-:25].[H-:1].[NH4+:26].[Na+:2].[O:3]=[C:4]1[CH:5]([C:9](=[O:10])[O:11][CH2:12][c:13]2[cH:14][cH:15][cH:16][cH:17][cH:18]2)[CH2:6][CH2:7][CH2:8]1>>[O:3]=[C:4]1[C:5]([C:9](=[O:10])[O:11][CH2:12][c:13]2[cH:14][cH:15][cH:16][cH:17][cH:18]2)([CH2:23][CH2:22][CH2:21][CH2:20][Br:19])[CH2:6][CH2:7][CH2:8]1.